Dataset: the Open Reaction Database (ORD), a public repository of structured organic reaction records. Task: describe an organic reaction: reactants, conditions, products, and yield The reactants are C1=CC=CC=C1 (benzene), O (water), C(CCCC(=O)Cl)(=O)Cl (glutaryl chloride), [Cl-].[Al+3].[Cl-].[Cl-] (Aluminum chloride). Run in ClCCl (dichloromethane), ClCCl (dichloromethane). Yields the product C1(=CC=CC=C1)C(CCCC(=O)C1=CC=CC=C1)=O (1,5-diphenyl-1,5-pentanedione). Isolated yield 27.0%. Reaction SMILES: [C:1](Cl)(=[O:8])[CH2:2][CH2:3][CH2:4][C:5](Cl)=[O:6].[Cl-].[Al+3].[Cl-].[Cl-].[CH:14]1[CH:19]=[CH:18][CH:17]=[CH:16][CH:15]=1.O>ClCCl>[C:14]1([C:1](=[O:8])[CH2:2][CH2:3][CH2:4][C:5]([C:14]2[CH:19]=[CH:18][CH:17]=[CH:16][CH:15]=2)=[O:6])[CH:19]=[CH:18][CH:17]=[CH:16][CH:15]=1 |f:1.2.3.4|. Procedure details: A solution of glutaryl chloride (10 mmol, 1.3 mL) dissolved in anhydrous dichloromethane (20 mL) is introduced into a 100 mL two-necked round-bottomed flask under an inert atmosphere. Aluminum chloride (30 mmol, 4.00 g) is added to the mixture, which immediately turns orange-yellow. A solution of benzene (20 mmol, 1.8 mL) dissolved in anhydrous dichloromethane (10 mL) is added dropwise at room temperature. The solution becomes bright red. The mixture is then refluxed for 24 hours, and turns brow... Reaction SMILES: [CH2:1]([O:2][CH:4]([O:3][CH2:27][CH3:28])[CH2:5][O:6][C:7]([CH2:8][CH2:9][NH:10][CH2:11][CH:12]1[CH2:13][CH2:14]1)([c:15]1[cH:16][cH:17][cH:18][cH:19][cH:20]1)[c:21]1[cH:22][cH:23][cH:24][cH:25][cH:26]1)[CH3:29].[CH3:33][CH2:34][OH:35].[ClH:32].[H:30][H:31]>>[CH2:4]1[CH2:5][O:6][C:7]([c:15]2[cH:16][cH:17][cH:18][cH:19][cH:20]2)([c:21]2[cH:22][cH:23][cH:24][cH:25][cH:26]2)[CH2:8][CH2:9][N:10]1[CH2:11][CH:12]1[CH2:13][CH2:14]1.[ClH:32]. Reactants: CCOC(COC(CCNCC1CC1)(c1ccccc1)c1ccccc1)OCC, CCO, Cl, [H][H]. Yields the product c1ccc(C2(c3ccccc3)CCN(CC3CC3)CCO2)cc1, Cl. The reactants are CC1(CCN(CC1)C(=O)OC(C)(C)C)NC1=C(C=C(C=C1)S(=O)(=O)C)[N+](=O)[O-] (tert-butyl 4-methyl-4-{[4-(methylsulfonyl)-2-nitrophenyl]amino}piperidine-1-carboxylate), C(OC)(OC)OC (trimethyl orthoformate). The product is CC1(CCN(CC1)C(=O)OC(C)(C)C)N1C=NC2=C1C=CC(=C2)S(=O)(=O)C (tert-butyl 4-methyl-4-[5-(methylsulfonyl)-1H-benzimidazol-1-yl]piperidine-1-carboxylate). RXN SMILES: [CH3:1][C:2]1([NH:15][C:16]2[CH:21]=[CH:20][C:19]([S:22]([CH3:25])(=[O:24])=[O:23])=[CH:18][C:17]=2[N+:26]([O-])=O)[CH2:7][CH2:6][N:5]([C:8]([O:10][C:11]([CH3:14])([CH3:13])[CH3:12])=[O:9])[CH2:4][CH2:3]1.[CH:29](OC)(OC)OC>>[CH3:1][C:2]1([N:15]2[C:16]3[CH:21]=[CH:20][C:19]([S:22]([CH3:25])(=[O:24])=[O:23])=[CH:18][C:17]=3[N:26]=[CH:29]2)[CH2:7][CH2:6][N:5]([C:8]([O:10][C:11]([CH3:14])([CH3:13])[CH3:12])=[O:9])[CH2:4][CH2:3]1. Procedure details: Using tert-butyl 4-methyl-4-{[4-(methylsulfonyl)-2-nitrophenyl]amino}piperidine-1-carboxylate as starting material and following the procedure outlined in Method C, Step 2 but replacing trimethyl orthoacetate with trimethyl orthoformate, there is obtained tert-butyl 4-methyl-4-[5-(methylsulfonyl)-1H-benzimidazol-1-yl]piperidine-1-carboxylate. Procedure details: The compound (4) synthesized in Reference Example 4 and the compound (24) synthesized in Reference Example 24 were used to produce the above compound in the same way as Example 1. Product: C(C)(C)C1=C(C(=CC=C1)C(C)C)NC(CN1CCC(CC1)C1=CC=C(C=C1)OC1=CC=CC=C1)=O (N-(2,6-diisopropylphenyl)-4-(4-phenoxyphenyl)-1-piperidinacetamide). The reactants are O(C1=CC=CC=C1)C1=CC=C(C=C1)C1CCNCC1 (4-(4-phenoxyphenyl)piperidine), C(C)(C)C1=C(C(=CC=C1)C(C)C)NC(CBr)=O (N-(2,6-diisopropylphenyl)-2-bromoacetamide). As a reaction SMILES: [O:1]([C:8]1[CH:13]=[CH:12][C:11]([CH:14]2[CH2:19][CH2:18][NH:17][CH2:16][CH2:15]2)=[CH:10][CH:9]=1)[C:2]1[CH:7]=[CH:6][CH:5]=[CH:4][CH:3]=1.[CH:20]([C:23]1[CH:28]=[CH:27][CH:26]=[C:25]([CH:29]([CH3:31])[CH3:30])[C:24]=1[NH:32][C:33](=[O:36])[CH2:34]Br)([CH3:22])[CH3:21]>>[CH:20]([C:23]1[CH:28]=[CH:27][CH:26]=[C:25]([CH:29]([CH3:30])[CH3:31])[C:24]=1[NH:32][C:33](=[O:36])[CH2:34][N:17]1[CH2:18][CH2:19][CH:14]([C:11]2[CH:12]=[CH:13][C:8]([O:1][C:2]3[CH:3]=[CH:4][CH:5]=[CH:6][CH:7]=3)=[CH:9][CH:10]=2)[CH2:15][CH2:16]1)([CH3:21])[CH3:22]. Reactants: COc1ccccc1N1CCN(C2CCC(O)(c3ccc(C)cc3C)CC2)CC1, ClCCl, O=C(O)C(F)(F)F. Product: COc1ccccc1N1CCN(C2CCC(c3ccc(C)cc3C)CC2)CC1. RXN SMILES: [CH3:1][O:2][c:3]1[c:4]([N:9]2[CH2:10][CH2:11][N:12]([CH:15]3[CH2:16][CH2:17][C:18]([c:21]4[c:22]([CH3:28])[cH:23][c:24]([CH3:27])[cH:25][cH:26]4)([OH:29])[CH2:19][CH2:20]3)[CH2:13][CH2:14]2)[cH:5][cH:6][cH:7][cH:8]1.[Cl:37][CH2:38][Cl:39].[OH:30][C:31]([C:32]([F:33])([F:34])[F:35])=[O:36]>>[CH3:1][O:2][c:3]1[c:4]([N:9]2[CH2:10][CH2:11][N:12]([CH:15]3[CH2:16][CH2:17][CH:18]([c:21]4[c:22]([CH3:28])[cH:23][c:24]([CH3:27])[cH:25][cH:26]4)[CH2:19][CH2:20]3)[CH2:13][CH2:14]2)[cH:5][cH:6][cH:7][cH:8]1. Starting materials: C1(=CC=CC=C1)P(=O)(C1=CC=CC=C1)Cl (diphenylphosphinyl chloride), C[Si](C)(C)N=[N+]=[N-] (Trimethylsilyl azide). Reaction conditions: temperature 60 celsius, time 16 hour. The product is C1(=CC=CC=C1)P(=O)(C1=CC=CC=C1)N=[N+]=[N-] (diphenylphosphinyl azide). RXN SMILES: [C:1]1([P:7](Cl)([C:9]2[CH:14]=[CH:13][CH:12]=[CH:11][CH:10]=2)=[O:8])[CH:6]=[CH:5][CH:4]=[CH:3][CH:2]=1.C[Si]([N:20]=[N+:21]=[N-:22])(C)C>>[C:1]1([P:7]([N:20]=[N+:21]=[N-:22])([C:9]2[CH:14]=[CH:13][CH:12]=[CH:11][CH:10]=2)=[O:8])[CH:6]=[CH:5][CH:4]=[CH:3][CH:2]=1. Procedure details: Following a previously [Paciorek et al, Inorg. Nucl. Chem. Letters, 2, 39 (1966)] developed procedure, diphenylphosphinyl chloride (14.87 g, 62.86mmol) was introduced into a tube (in the inert atmosphere enclosure). Trimethylsilyl azide (10.45 g, 90.69 mmol) was then condensed onto this material on a vacuum line at liquid nitrogen temperature. The tube was sealed in vacuo and heated at 60° C for 48 hr. Thereafter, it was cooled, opened to a vacuum system and the volatiles were collected in a liq... Reactants: N (NH3), COC(\C=C\C=1C=C2C(CC3(CCN(CCC3)C(=O)OC(C)(C)C)OC2=CC1)=O)=O ((±)-(E)-3-[1′-tert-butoxycarbonyl-4-oxo-spiro(chromane-2,4′-azepane)-6-yl]-acrylic acid methyl ester), COC(\C=C\C=1C=C2C(CC3(CCN(CCC3)C(=O)OC(C)(C)C)OC2=CC1)=O)=O ((±)-(E)-3-[1′-tert-butoxycarbonyl-4-oxo-spiro(chromane-2,4′-azepane)-6-yl]-acrylic acid methyl ester), C(C1=CC=CC=C1)=O (benzaldehyde), [BH-](OC(=O)C)(OC(=O)C)OC(=O)C.[Na+] (NaBH(OAc)3). The solvent is O (Water), C(=O)(O)[O-].[Na+] (NaHCO3). Conditions: time 2 hour. Product: COC(\C=C\C=1C=C2C(CC3(CCN(CCC3)CC3=CC=CC=C3)OC2=CC1)=O)=O ((±)-(E)-3-[1′-benzyl-4-oxo-spiro(chromane-2,4′-azepane)-6-yl]-acrylic acid methyl ester). Isolated yield 84.5%. As a reaction SMILES: [CH3:1][O:2][C:3](=[O:30])/[CH:4]=[CH:5]/[C:6]1[CH:7]=[C:8]2[C:26](=[CH:27][CH:28]=1)[O:25][C:11]1([CH2:17][CH2:16][CH2:15][N:14]([C:18](OC(C)(C)C)=O)[CH2:13][CH2:12]1)[CH2:10][C:9]2=[O:29].C(=O)[C:32]1[CH:37]=[CH:36][CH:35]=[CH:34][CH:33]=1.[BH-](OC(C)=O)(OC(C)=O)OC(C)=O.[Na+].N>C([O-])(O)=O.[Na+].O>[CH3:1][O:2][C:3](=[O:30])/[CH:4]=[CH:5]/[C:6]1[CH:7]=[C:8]2[C:26](=[CH:27][CH:28]=1)[O:25][C:11]1([CH2:17][CH2:16][CH2:15][N:14]([CH2:18][C:32]3[CH:37]=[CH:36][CH:35]=[CH:34][CH:33]=3)[CH2:13][CH2:12]1)[CH2:10][C:9]2=[O:29] |f:2.3,5.6|. Reported procedure: A suspension of (±)-(E)-3-[4-oxo-spiro(chromane-2,4′-azepane)-6-yl]-acrylic acid methyl ester hydrochloride salt (500 mg, 1.43 mmol, Intermediate 3) in aqueous 10% NaHCO3 solution was extracted with DCM (3 times 10 ml). The organic phase was dried over Na2SO4 and evaporated. The resulting oil was dissolved in DCM (15 ml), treated with benzaldehyde (0.174 ml, 1.71 mmol) and NaBH(OAc)3 (455 mg, 2.14 mmol), and the resulting clear solution was stirred at RT for 2 h. Water was added to the mixture a...